This data is from the Open Reaction Database (ORD), a public repository of structured organic reaction records. The task is: describe an organic reaction: reactants, conditions, products, and yield Starting materials: C1(CCCC1)C[C@@H](C(=O)N1N(CC[C@H]1C(=O)NC1=NC=CC(=N1)C1=NC=CC=C1)C(=O)OCC1=CC=CC=C1)CN(OC1OCCCC1)C=O (phenylmethyl (3S)-2-((2R)-3-cyclopentyl-2-{[formyl(tetrahydro-2H-pyran-2-yloxy)amino]methyl}propanoyl)-3-({[4-(2-pyridinyl)-2-pyrimidinyl]amino}carbonyl)-1-pyrazolidinecarboxylate). The solvent is CC(=O)O.O (AcOH water). Yields the product C1(CCCC1)C[C@@H](C(=O)N1N(CC[C@H]1C(=O)NC1=NC=CC(=N1)C1=NC=CC=C1)C(=O)OCC1=CC=CC=C1)CN(O)C=O (Phenylmethyl (3S)-2-((2R)-3-cyclopentyl-2-{[formyl(hydroxy)amino]methyl}propanoyl)-3-({[4-(2-pyridinyl)-2-pyrimidinyl]amino}carbonyl)-1-pyrazolidinecarboxylate). Yield: 9.1%. RXN SMILES: [CH:1]1([CH2:6][C@H:7]([CH2:40][N:41]([CH:49]=[O:50])[O:42]C2CCCCO2)[C:8]([N:10]2[C@H:14]([C:15]([NH:17][C:18]3[N:23]=[C:22]([C:24]4[CH:29]=[CH:28][CH:27]=[CH:26][N:25]=4)[CH:21]=[CH:20][N:19]=3)=[O:16])[CH2:13][CH2:12][N:11]2[C:30]([O:32][CH2:33][C:34]2[CH:39]=[CH:38][CH:37]=[CH:36][CH:35]=2)=[O:31])=[O:9])[CH2:5][CH2:4][CH2:3][CH2:2]1>CC(O)=O.O>[CH:1]1([CH2:6][C@H:7]([CH2:40][N:41]([CH:49]=[O:50])[OH:42])[C:8]([N:10]2[C@H:14]([C:15]([NH:17][C:18]3[N:23]=[C:22]([C:24]4[CH:29]=[CH:28][CH:27]=[CH:26][N:25]=4)[CH:21]=[CH:20][N:19]=3)=[O:16])[CH2:13][CH2:12][N:11]2[C:30]([O:32][CH2:33][C:34]2[CH:39]=[CH:38][CH:37]=[CH:36][CH:35]=2)=[O:31])=[O:9])[CH2:5][CH2:4][CH2:3][CH2:2]1 |f:1.2|. Procedure details: A solution of phenylmethyl (3S)-2-((2R)-3-cyclopentyl-2-{[formyl(tetrahydro-2H-pyran-2-yloxy)amino]methyl}propanoyl)-3-({[4-(2-pyridinyl)-2-pyrimidinyl]amino}carbonyl)-1-pyrazolidinecarboxylate in AcOH/water (5 mL, 4:1) was stirred at rt for 48 h. The solvents were removed under vacuum and the residue was purified by RP-HPLC to provide the title compound (32 mg, 9.1%) as light-yellow gum. Reaction SMILES: [CH3:1][CH:2]1[CH2:3][NH:4][CH2:5][CH2:6][CH2:7]1.[Cl:8][CH2:9][CH2:10][CH2:11][C:12]#[N:13].[cH:14]1[cH:15][cH:16][cH:17][cH:18][cH:19]1>>[CH3:1][CH:2]1[CH2:3][N:4]([CH2:9][CH2:10][CH2:11][C:12]#[N:13])[CH2:5][CH2:6][CH2:7]1. Product: CC1CCCN(CCCC#N)C1. The reactants are CC1CCCNC1, N#CCCCCl, c1ccccc1. Starting materials: Cn1nc(C(C)(C)C)cc1NC(=O)Nc1ccc(C(=O)O)cc1, ClCCl, CN(C)C=O, On1nnc2ccccc21, c1cc(CN2CCNCC2)ccn1. Yields the product Cn1nc(C(C)(C)C)cc1NC(=O)Nc1ccc(C(=O)N2CCN(Cc3ccncc3)CC2)cc1. Reaction SMILES: [C:1]([CH3:2])([CH3:3])([CH3:4])[c:5]1[cH:6][c:7]([NH:11][C:12]([NH:13][c:14]2[cH:15][cH:16][c:17]([C:18](=[O:19])[OH:20])[cH:21][cH:22]2)=[O:23])[n:8]([CH3:10])[n:9]1.[Cl:47][CH2:48][Cl:49].[O:50]=[CH:51][N:52]([CH3:53])[CH3:54].[OH:37][n:38]1[c:39]2[c:40]([cH:41][cH:42][cH:43][cH:44]2)[n:45][n:46]1.[n:24]1[cH:25][cH:26][c:27]([CH2:30][N:31]2[CH2:32][CH2:33][NH:34][CH2:35][CH2:36]2)[cH:28][cH:29]1>>[C:1]([CH3:2])([CH3:3])([CH3:4])[c:5]1[cH:6][c:7]([NH:11][C:12]([NH:13][c:14]2[cH:15][cH:16][c:17]([C:18](=[O:19])[N:34]3[CH2:33][CH2:32][N:31]([CH2:30][c:27]4[cH:26][cH:25][n:24][cH:29][cH:28]4)[CH2:36][CH2:35]3)[cH:21][cH:22]2)=[O:23])[n:8]([CH3:10])[n:9]1. Reactants: CCC1=C(C=2C=CC(=CC2O1)O)C(=O)C=3C=C(C(=C(C3)Br)O)Br (6-hydroxybenzbromarone), C(C)(=O)C=1OC2=C(C1)C=CC(=C2)OC (2-acetyl-6-methoxy-benzofuran), NN (hydrazine). Product: C(C)C=1OC2=C(C1)C=CC(=C2)OC (2-ethyl-6-methoxy-benzofuran). Reaction SMILES: CCC1OC2C=C(O)C=CC=2C=1C(C1C=C(Br)C(O)=C(Br)C=1)=O.[C:24]([C:27]1[O:28][C:29]2[CH:35]=[C:34]([O:36][CH3:37])[CH:33]=[CH:32][C:30]=2[CH:31]=1)(=O)[CH3:25].NN>>[CH2:24]([C:27]1[O:28][C:29]2[CH:35]=[C:34]([O:36][CH3:37])[CH:33]=[CH:32][C:30]=2[CH:31]=1)[CH3:25]. Reported procedure: As for preferred example of producing 6-hydroxybenzbromarone according to the present invention, it can be produced as follows. That is, for example, 2-acetyl-6-methoxy-benzofuran is reduced using hydrazine to obtain 2-ethyl-6-methoxy-benzofuran, which is then reacted with acid chloride of 4-methoxy-benzoic acid under the presence of tin tetrachloride to yield 2-ethyl-6-methoxy-3-(p-methoxy-benzoyl)-benzofuran. And then methoxy group of benzoyl group is selectively deprotected under the presence... Reactants: O=C(n1ccnc1)n1ccnc1, CN(C)C=O, O=C(O)c1cccc(F)c1, CC1(C)Cc2cc(C(=O)O)ccc2NC1c1cccc(N)c1. The product is CC1(C)Cc2cc(C(=O)O)ccc2NC1c1cccc(NC(=O)c2cccc(F)c2)c1. As a reaction SMILES: [C:11]([n:12]1[cH:13][cH:14][n:15][cH:16]1)([n:17]1[cH:18][cH:19][n:20][cH:21]1)=[O:22].[CH3:45][N:46]([CH3:47])[CH:48]=[O:49].[F:1][c:2]1[cH:3][c:4]([C:5](=[O:6])[OH:7])[cH:8][cH:9][cH:10]1.[NH2:23][c:24]1[cH:25][c:26]([CH:30]2[NH:31][c:32]3[cH:33][cH:34][c:35]([C:42](=[O:43])[OH:44])[cH:36][c:37]3[CH2:38][C:39]2([CH3:40])[CH3:41])[cH:27][cH:28][cH:29]1>>[F:1][c:2]1[cH:3][c:4]([C:5](=[O:6])[NH:23][c:24]2[cH:25][c:26]([CH:30]3[NH:31][c:32]4[cH:33][cH:34][c:35]([C:42](=[O:43])[OH:44])[cH:36][c:37]4[CH2:38][C:39]3([CH3:40])[CH3:41])[cH:27][cH:28][cH:29]2)[cH:8][cH:9][cH:10]1.